The task is: describe an organic reaction: reactants, conditions, products, and yield. This data is from the Open Reaction Database (ORD), a public repository of structured organic reaction records. Starting materials: CC(C)(C)OC(=O)CBr, O=C([O-])[O-], CC(=O)c1ccc(O)cc1, [K+], [K+], CN(C)C=O. Yields the product CC(=O)c1ccc(OCC(=O)OC(C)(C)C)cc1. As a reaction SMILES: [Br:17][CH2:18][C:19](=[O:20])[O:21][C:22]([CH3:23])([CH3:24])[CH3:25].[C:11](=[O:12])([O-:13])[O-:14].[C:1]([CH3:2])(=[O:3])[c:4]1[cH:5][cH:6][c:7]([OH:10])[cH:8][cH:9]1.[K+:15].[K+:16].[O:26]=[CH:27][N:28]([CH3:29])[CH3:30]>>[C:1]([CH3:2])(=[O:3])[c:4]1[cH:5][cH:6][c:7]([O:10][CH2:18][C:19](=[O:20])[O:21][C:22]([CH3:23])([CH3:24])[CH3:25])[cH:8][cH:9]1. The reactants are CO, Cl, Cl, NOCCO, [Na+], O=C([O-])O, O, CC(=O)c1cnc2ncc(Cc3ccc4ncccc4c3)n2n1. Product: CC(=NOCCO)c1cnc2ncc(Cc3ccc4ncccc4c3)n2n1. Reaction SMILES: [CH3:36][OH:37].[ClH:24].[ClH:30].[NH2:25][O:26][CH2:27][CH2:28][OH:29].[Na+:35].[O-:31][C:32]([OH:33])=[O:34].[OH2:38].[n:1]1[cH:2][cH:3][cH:4][c:5]2[cH:6][c:7]([CH2:11][c:12]3[cH:13][n:14][c:15]4[n:16]3[n:17][c:18]([C:21]([CH3:22])=[O:23])[cH:19][n:20]4)[cH:8][cH:9][c:10]12>>[n:1]1[cH:2][cH:3][cH:4][c:5]2[cH:6][c:7]([CH2:11][c:12]3[cH:13][n:14][c:15]4[n:16]3[n:17][c:18]([C:21]([CH3:22])=[N:25][O:26][CH2:27][CH2:28][OH:29])[cH:19][n:20]4)[cH:8][cH:9][c:10]12. Starting materials: Brc1cnc(NCC2CC2)s1, CC(C)(C)OC(=O)N1CCc2ccc(Cl)c(CS)c2CC1, O=C([O-])[O-], [Cs+], [Cs+], CN(C)C=O. The product is CC(C)(C)OC(=O)N1CCc2ccc(Cl)c(CSc3cnc(NCC4CC4)s3)c2CC1. Reaction SMILES: [Br:22][c:23]1[cH:24][n:25][c:26]([NH:28][CH2:29][CH:30]2[CH2:31][CH2:32]2)[s:27]1.[C:1]([CH3:2])([CH3:3])([CH3:4])[O:5][C:6](=[O:7])[N:8]1[CH2:9][CH2:10][c:11]2[c:12]([c:15]([CH2:20][SH:21])[c:16]([Cl:19])[cH:17][cH:18]2)[CH2:13][CH2:14]1.[C:33](=[O:34])([O-:35])[O-:36].[Cs+:37].[Cs+:38].[O:39]=[CH:40][N:41]([CH3:42])[CH3:43]>>[C:1]([CH3:2])([CH3:3])([CH3:4])[O:5][C:6](=[O:7])[N:8]1[CH2:9][CH2:10][c:11]2[c:12]([c:15]([CH2:20][S:21][c:23]3[cH:24][n:25][c:26]([NH:28][CH2:29][CH:30]4[CH2:31][CH2:32]4)[s:27]3)[c:16]([Cl:19])[cH:17][cH:18]2)[CH2:13][CH2:14]1. Reaction SMILES: [C:1]([O:5][C:6]([N:8]1[CH2:13][CH2:12][N:11]([C:14]2[CH:19]=[C:18]([N+:20]([O-])=O)[CH:17]=[CH:16][C:15]=2[O:23][C:24]([F:27])([F:26])[F:25])[CH2:10][CH2:9]1)=[O:7])([CH3:4])([CH3:3])[CH3:2]>C(OCC)(=O)C.C(O)(=O)C.[Pd]>[C:1]([O:5][C:6]([N:8]1[CH2:9][CH2:10][N:11]([C:14]2[CH:19]=[C:18]([NH2:20])[CH:17]=[CH:16][C:15]=2[O:23][C:24]([F:26])([F:27])[F:25])[CH2:12][CH2:13]1)=[O:7])([CH3:4])([CH3:2])[CH3:3]. Solvent: C(C)(=O)OCC (ethyl acetate), C(C)(=O)O (acetic acid). Isolated yield 97.6%. Reaction conditions: time 3 hour. Procedure: 0.41 g of 4-(5-Nitro-2-trifluoromethoxy-phenyl)-piperazine-1-carboxylic acid tert-butyl ester (1.055 mmol) were dissolved in 10 mL ethyl acetate and 10 mL acetic acid. 0.12 g 10% Palladium/charcoal were added and the mixture hydrogenated for 3 h at room temperature. The catalyst was filtered over Celite, washed with ethyl acetate and the combined filtrates evaporated to dryness. The residue was treated with water, the pH adjusted to 9-10 with 1 N aquous sodium hydroxide and the aquous phase extr... The product is C(C)(C)(C)OC(=O)N1CCN(CC1)C1=C(C=CC(=C1)N)OC(F)(F)F (4-(5-Amino-2-trifluoromethoxy-phenyl)-piperazine-1-carboxylic Acid tert-butyl Ester). The reactants are C(C)(C)(C)OC(=O)N1CCN(CC1)C1=C(C=CC(=C1)[N+](=O)[O-])OC(F)(F)F (4-(5-Nitro-2-trifluoromethoxy-phenyl)-piperazine-1-carboxylic acid tert-butyl ester). Reagents/catalysts: [Pd] (Palladium/charcoal). Starting materials: ClC1=NC2=CC=C(C=C2C=C1C#N)[N+](=O)[O-] (chloro-6-nitroquinoline-3-carbonitrile), O(C1=CC=CC=C1)C1=CC=C(N)C=C1 (4-phenoxyaniline), O (water). The solvent is C(C)O (ethanol). Product: [N+](=O)([O-])C=1C=C2C(=C(C=NC2=CC1)C#N)NC1=CC=C(C=C1)OC1=CC=CC=C1 (6-nitro-4-((4-phenoxyphenyl)amino)quinoline-3-carbonitrile). The yield is 103.9%. RXN SMILES: Cl[C:2]1[C:11]([C:12]#[N:13])=[CH:10][C:9]2[C:4](=[CH:5][CH:6]=[C:7]([N+:14]([O-:16])=[O:15])[CH:8]=2)[N:3]=1.[O:17]([C:24]1[CH:30]=[CH:29][C:27]([NH2:28])=[CH:26][CH:25]=1)[C:18]1[CH:23]=[CH:22][CH:21]=[CH:20][CH:19]=1.O>C(O)C>[N+:14]([C:7]1[CH:8]=[C:9]2[C:4](=[CH:5][CH:6]=1)[N:3]=[CH:2][C:11]([C:12]#[N:13])=[C:10]2[NH:28][C:27]1[CH:26]=[CH:25][C:24]([O:17][C:18]2[CH:23]=[CH:22][CH:21]=[CH:20][CH:19]=2)=[CH:30][CH:29]=1)([O-:16])=[O:15]. Reported procedure: A mixture of -chloro-6-nitroquinoline-3-carbonitrile (4.1 g, 17.6 mmol, 1.0 eq), 4-phenoxyaniline (2.6 g, 14.1 mmol, 0.8 eq) was dissolved in ethanol (40 mL). The reaction was heated to reflux for 2 hours, cooled to room temperature, poured into water (50 mL), and washed with ethyl acetate (50×2 mL). It was filtrated and dried in vacuum to give 6-nitro-4-((4-phenoxyphenyl)amino)quinoline-3-carbonitrile (Compound 18) as a solid (5.6 g)